This data is from the Open Reaction Database (ORD), a public repository of structured organic reaction records. The task is: describe an organic reaction: reactants, conditions, products, and yield Reaction conditions: temperature 100 celsius, time 8 hour. Run in CN(C=O)C (N,N-dimethyl-formamide), O (water). The reagents and catalysts are [Pd].C1(=CC=CC=C1)P(C1=CC=CC=C1)C1=CC=CC=C1.C1(=CC=CC=C1)P(C1=CC=CC=C1)C1=CC=CC=C1.C1(=CC=CC=C1)P(C1=CC=CC=C1)C1=CC=CC=C1.C1(=CC=CC=C1)P(C1=CC=CC=C1)C1=CC=CC=C1 (tetrakis(triphenylphosphine) palladium). The reactants are ClC1=NC=CC(=C1)OC1=C(C=C(N)C=C1F)F (4-(2-chloropyridin-4-yloxy)-3,5-difluoroaniline), CN1N=CC(=C1)B1OC(C(O1)(C)C)(C)C (1-methyl-4-(4,4,5,5-tetramethyl-[1,3,2]dioxaborolan-2-yl)-1H-pyrazole), P(=O)([O-])([O-])[O-].[K+].[K+].[K+] (potassium phosphate). Yield: 73.5%. Product: FC=1C=C(N)C=C(C1OC1=CC(=NC=C1)C=1C=NN(C1)C)F (3,5-difluoro-4-(2-(1-methyl-1H-pyrazol-4-yl)pyridin-4-yloxy)aniline). Reported procedure: To a solution of 4-(2-chloropyridin-4-yloxy)-3,5-difluoroaniline (3.0 g, 11.7 mmol) in a mixture of N,N-dimethyl-formamide and water (v/v=3:1, 80 mL) was added 1-methyl-4-(4,4,5,5-tetramethyl-[1,3,2]dioxaborolan-2-yl)-1H-pyrazole (3.6 g, 17.5 mmol), potassium phosphate (4.9 g, 23.4 mmol) and tetrakis(triphenylphosphine) palladium (0.7 g, 0.6 mmol). The mixture was degassed thoroughly, heated to 100° C. and stirred under nitrogen overnight. The solvent was removed under reduced pressure and the r... Reaction SMILES: Cl[C:2]1[CH:7]=[C:6]([O:8][C:9]2[C:15]([F:16])=[CH:14][C:12]([NH2:13])=[CH:11][C:10]=2[F:17])[CH:5]=[CH:4][N:3]=1.[CH3:18][N:19]1[CH:23]=[C:22](B2OC(C)(C)C(C)(C)O2)[CH:21]=[N:20]1.P([O-])([O-])([O-])=O.[K+].[K+].[K+]>CN(C)C=O.O.[Pd].C1(P(C2C=CC=CC=2)C2C=CC=CC=2)C=CC=CC=1.C1(P(C2C=CC=CC=2)C2C=CC=CC=2)C=CC=CC=1.C1(P(C2C=CC=CC=2)C2C=CC=CC=2)C=CC=CC=1.C1(P(C2C=CC=CC=2)C2C=CC=CC=2)C=CC=CC=1>[F:17][C:10]1[CH:11]=[C:12]([CH:14]=[C:15]([F:16])[C:9]=1[O:8][C:6]1[CH:5]=[CH:4][N:3]=[C:2]([C:22]2[CH:21]=[N:20][N:19]([CH3:18])[CH:23]=2)[CH:7]=1)[NH2:13] |f:2.3.4.5,8.9.10.11.12|.